Dataset: the Open Reaction Database (ORD), a public repository of structured organic reaction records. Task: describe an organic reaction: reactants, conditions, products, and yield The reactants are O=C(NCc1ccc(F)cc1)c1nc(Br)c2cccnc2c1O, CNCC(=O)N(C)C, CCN(C(C)C)C(C)C, CN(C)C=O. Product: CN(C)C(=O)CN(C)c1nc(C(=O)NCc2ccc(F)cc2)c(O)c2ncccc12. RXN SMILES: [Br:1][c:2]1[c:3]2[cH:4][cH:5][cH:6][n:7][c:8]2[c:9]([OH:23])[c:10]([C:12](=[O:13])[NH:14][CH2:15][c:16]2[cH:17][cH:18][c:19]([F:22])[cH:20][cH:21]2)[n:11]1.[CH3:24][N:25]([C:26]([CH2:27][NH:28][CH3:29])=[O:30])[CH3:31].[CH:32]([N:33]([CH2:34][CH3:35])[CH:36]([CH3:37])[CH3:38])([CH3:39])[CH3:40].[O:41]=[CH:42][N:43]([CH3:44])[CH3:45]>>[c:2]1([N:28]([CH2:27][C:26]([N:25]([CH3:24])[CH3:31])=[O:30])[CH3:29])[c:3]2[cH:4][cH:5][cH:6][n:7][c:8]2[c:9]([OH:23])[c:10]([C:12](=[O:13])[NH:14][CH2:15][c:16]2[cH:17][cH:18][c:19]([F:22])[cH:20][cH:21]2)[n:11]1.